From a dataset of the Open Reaction Database (ORD), a public repository of structured organic reaction records. describe an organic reaction: reactants, conditions, products, and yield Starting materials: S(=S)(=O)([O-])[O-].[Na+].[Na+] (sodium thiosulfate), C(O)([O-])=O.[Na+] (sodium hydrogen-carbonate), C(C1=CC=CC=C1)C1=NC2C(N(C2O1)C(C(=O)OC(C1=CC=CC=C1)C1=CC=CC=C1)C(=C)C)=O (diphenylmethyl 2-(3-benzyl-7-oxo-2,6-diaza-4-oxabicyclo[3.2.0]hept-2-en-6-yl)-3-methyl-3-butenoate), Cl (hydrochloric acid), ClCl (chlorine). Solvent: CC(=O)C (acetone), C(C)(=O)OCC (ethyl acetate), C(C)(=O)OCC (ethyl acetate), C(Cl)(Cl)(Cl)Cl (carbon tetrachloride). Run at time 15 minute. Product: C(C1=CC=CC=C1)C1=NC2C(N(C2O1)C(C(=O)OC(C1=CC=CC=C1)C1=CC=CC=C1)C(=C)CCl)=O (diphenylmethyl 2-(3-benzyl-7-oxo-2,6-diaza-4-oxabicyclo[3.2.0]hept-2-en-6-yl)-3-chloromethyl-3-butenoate). Reaction SMILES: [CH2:1]([C:8]1[O:14][CH:13]2[CH:10]([C:11](=[O:35])[N:12]2[CH:15]([C:32]([CH3:34])=[CH2:33])[C:16]([O:18][CH:19]([C:26]2[CH:31]=[CH:30][CH:29]=[CH:28][CH:27]=2)[C:20]2[CH:25]=[CH:24][CH:23]=[CH:22][CH:21]=2)=[O:17])[N:9]=1)[C:2]1[CH:7]=[CH:6][CH:5]=[CH:4][CH:3]=1.[ClH:36].ClCl.S([O-])([O-])(=O)=S.[Na+].[Na+].C(=O)([O-])O.[Na+]>C(OCC)(=O)C.C(Cl)(Cl)(Cl)Cl.CC(C)=O>[CH2:1]([C:8]1[O:14][CH:13]2[CH:10]([C:11](=[O:35])[N:12]2[CH:15]([C:32]([CH2:34][Cl:36])=[CH2:33])[C:16]([O:18][CH:19]([C:20]2[CH:21]=[CH:22][CH:23]=[CH:24][CH:25]=2)[C:26]2[CH:31]=[CH:30][CH:29]=[CH:28][CH:27]=2)=[O:17])[N:9]=1)[C:2]1[CH:7]=[CH:6][CH:5]=[CH:4][CH:3]=1 |f:3.4.5,6.7|. Procedure details: (Step 1) To a solution of diphenylmethyl 2-(3-benzyl-7-oxo-2,6-diaza-4-oxabicyclo[3.2.0]hept-2-en-6-yl)-3-methyl-3-butenoate (4.6 g) in ethyl acetate (70 ml) are added 2.74 M-solution of hydrochloric acid in ethyl acetate (3.8 ml) and 1.47 M-solution of chlorine in carbon tetrachloride (12 ml), and the mixture is stirred at room temperature for 15 minutes. Then, aqueous 5% sodium thiosulfate (80 ml), sodium hydrogen-carbonate (3.4 g) and acetone (240 g) are added to the reaction mixture, and the...